This data is from the Open Reaction Database (ORD), a public repository of structured organic reaction records. The task is: describe an organic reaction: reactants, conditions, products, and yield Reactants: COC(=O)N1CC[C@@H]2[C@](CCC[C@H]12)(C#CC=1C=C(C=CC1)C)O ((3aS,4R,7aS)-4-hydroxy-4-m-tolylethynyl-octahydro-indole-1-carboxylic acid methyl ester), CN(C(CCC(=O)O)=O)C (N,N-dimethylsuccinamic acid). As a reaction SMILES: [CH3:1][O:2][C:3]([N:5]1[C@@H:13]2[C@@H:8]([C@@:9]([OH:23])([C:14]#[C:15][C:16]3[CH:17]=[C:18]([CH3:22])[CH:19]=[CH:20][CH:21]=3)[CH2:10][CH2:11][CH2:12]2)[CH2:7][CH2:6]1)=[O:4].[CH3:24][N:25]([CH3:33])[C:26](=[O:32])[CH2:27][CH2:28][C:29](O)=[O:30]>>[CH3:24][N:25]([CH3:33])[C:26](=[O:32])[CH2:27][CH2:28][C:29]([O:23][C@@:9]1([C:14]#[C:15][C:16]2[CH:17]=[C:18]([CH3:22])[CH:19]=[CH:20][CH:21]=2)[CH2:10][CH2:11][CH2:12][C@@H:13]2[C@H:8]1[CH2:7][CH2:6][N:5]2[C:3]([O:2][CH3:1])=[O:4])=[O:30]. Procedure details: Synthesis in analogy to the General Method 1 starting from (3aS,4R,7aS)-4-hydroxy-4-m-tolylethynyl-octahydro-indole-1-carboxylic acid methyl ester and N,N-dimethylsuccinamic acid to yield (3aR,4S,7aR)-methyl 4-(4-(dimethylamino)-4-oxobutanoyloxy)-4-(m-tolylethynyl)octahydro-1H-indole-1-carboxylate. MS [2M+NH4]=898; RT=1.15 min; UPLC Method I Yields the product CN(C(CCC(=O)O[C@@]1([C@@H]2CCN([C@@H]2CCC1)C(=O)OC)C#CC=1C=C(C=CC1)C)=O)C ((3aR,4S,7aR)-methyl 4-(4-(dimethylamino)-4-oxobutanoyloxy)-4-(m-tolylethynyl)octahydro-1H-indole-1-carboxylate). Yields the product FC1=C(C/C(=C/[N+](=O)[O-])/N)C=CC(=C1)F ((Z)-1-(2,4-difluorobenzyl)-2-nitroethenylamine). The solvent is C1=CC=CC=C1 (benzene). The reactants are FC1=C(C=CC(=C1)F)CC(=O)C[N+](=O)[O-] (1-(2,4-difluorophenyl)-3-nitroacetone), C(C)(=O)[O-].[NH4+] (ammonium acetate). As a reaction SMILES: [F:1][C:2]1[CH:7]=[C:6]([F:8])[CH:5]=[CH:4][C:3]=1[CH2:9][C:10]([CH2:12][N+:13]([O-:15])=[O:14])=O.C([O-])(=O)C.[NH4+:20]>C1C=CC=CC=1>[F:1][C:2]1[CH:7]=[C:6]([F:8])[CH:5]=[CH:4][C:3]=1[CH2:9]/[C:10](/[NH2:20])=[CH:12]/[N+:13]([O-:15])=[O:14] |f:1.2|. Procedure details: The mixture of 1-(2,4-difluorophenyl)-3-nitroacetone (9.4 g, 43.7 mmol) and ammonium acetate (16.8 g, 219 mmol) in 250 ml benzene was refluxed with Dean-Stark setup for 5 hours. The reaction mixture was then partitioned between ether and water. The organic portion was washed with brine and dried over sodium sulfate. Removing the solvent afforded 8.5 g light brown solid. 1H-NMR (400 MHz, CD3OD) δ 7.20 (m, 1H), 6.84 (m, 3H), 3.65 (s, 2H) ppm. ESI-MS m/z 215 (M+H)+. Reactants: COc1ccc(C2OC2C(N)=O)cc1, CO, [Cl-], Clc1ccccc1, Nc1ccccc1S, COc1ccc(C(Sc2ccccc2N)C(O)C(N)=O)cc1, O, O, O, O, O, O. The product is COc1ccc(C2Sc3ccccc3NC(=O)C2O)cc1. RXN SMILES: [CH3:1][O:2][c:3]1[cH:4][cH:5][c:6]([CH:7]2[O:8][CH:9]2[C:10]([NH2:11])=[O:12])[cH:13][cH:14]1.[CH3:52][OH:53].[Cl-:29].[Cl:54][c:55]1[cH:56][cH:57][cH:58][cH:59][cH:60]1.[NH2:15][c:16]1[cH:17][cH:18][cH:19][cH:20][c:21]1[SH:22].[NH2:30][c:31]1[c:32]([S:37][CH:38]([CH:39]([C:40](=[O:41])[NH2:42])[OH:43])[c:44]2[cH:45][cH:46][c:47]([O:50][CH3:51])[cH:48][cH:49]2)[cH:33][cH:34][cH:35][cH:36]1.[OH2:23].[OH2:24].[OH2:25].[OH2:26].[OH2:27].[OH2:28]>>[c:31]12[c:32]([cH:33][cH:34][cH:35][cH:36]1)[S:37][CH:38]([c:44]1[cH:45][cH:46][c:47]([O:50][CH3:51])[cH:48][cH:49]1)[CH:39]([OH:43])[C:40](=[O:41])[NH:42]2. The reactants are C(C=C)C12C3C(C(C=C1)C2)C(=O)OC3=O (allyl-bicyclo[2.2.1]hept-5-ene-2,3-dicarboxylic acid anhydride), C1(CCCCC1)N (cyclohexylamine). Product: C1(CCCCC1)N=C(O)C1C2(C=CC(C1C(=O)O)C2)CC=C (Allyl-bicyclo[2.2.1]hept-5-ene-2,3-dicarboxylic acid N-cyclohexylimide). As a reaction SMILES: [CH2:1]([C:4]12[CH2:10][CH:7]([CH:8]=[CH:9]1)[CH:6]1[C:11]([O:13][C:14](=[O:15])[CH:5]21)=[O:12])[CH:2]=[CH2:3].[CH:16]1([NH2:22])[CH2:21][CH2:20][CH2:19][CH2:18][CH2:17]1>>[CH:16]1([N:22]=[C:14]([CH:5]2[CH:6]([C:11]([OH:13])=[O:12])[CH:7]3[CH2:10][C:4]2([CH2:1][CH:2]=[CH2:3])[CH:9]=[CH:8]3)[OH:15])[CH2:21][CH2:20][CH2:19][CH2:18][CH2:17]1. Procedure details: 102 g of allyl-bicyclo[2.2.1]hept-5-ene-2,3-dicarboxylic acid anhydride and 100 g of cyclohexylamine are heated to 137° C. under 4,000 Pa. 59 ml of water and excess cyclohexylamine are distilled off. Distillation of the residue at 162°-163° C. under 10.7 Pa gives 87.6 g (62% of theory) of an oil of nD20 1.5296 and η25 72.8 Pa.s.